From a dataset of the Open Reaction Database (ORD), a public repository of structured organic reaction records. describe an organic reaction: reactants, conditions, products, and yield Reactants: ON=C1C(N(CCC2=C1C=CC=C2)C)=O (1-Hydroxyimino-3-methyl-2,3,4,5-tetrahydro-1H-3-benzazepin-2-one), [H][H] (hydrogen). Reagents/catalysts: [Ni] (Raney nickel). The solvent is CCO.N (EtOH NH3). Yields the product NC1C(N(CCC2=C1C=CC=C2)C)=O (1-amino-3-methyl-2,3,4,5-tetrahydro-1H-3-benzazepin-2-one). RXN SMILES: O[N:2]=[C:3]1[C:9]2[CH:10]=[CH:11][CH:12]=[CH:13][C:8]=2[CH2:7][CH2:6][N:5]([CH3:14])[C:4]1=[O:15].[H][H]>CCO.N.[Ni]>[NH2:2][CH:3]1[C:9]2[CH:10]=[CH:11][CH:12]=[CH:13][C:8]=2[CH2:7][CH2:6][N:5]([CH3:14])[C:4]1=[O:15] |f:2.3|. Procedure: 1-Hydroxyimino-3-methyl-2,3,4,5-tetrahydro-1H-3-benzazepin-2-one was dissolved in EtOH/NH3 (20:1) and hydrogenated in a bomb using Raney nickel and hydrogen (500 psi/3447 kPa) at 100° C. for 10 hours. The resulting mixture was filtered and concentrated to provide an oil which was purified by silica gel chromatography to yield the title compound. Starting materials: OCC=1C2=C(OC1C)C(=CC=C2)[N+](=O)[O-] (3-Hydroxymethyl-2-methyl-7-nitrobenzo[b]furan), S(=O)(Cl)Cl (thionyl chloride). Conditions: time 30 minute. The product is ClCC=1C2=C(OC1C)C(=CC=C2)[N+](=O)[O-] (3-chloromethyl-2-methyl-7-nitrobenzo[b]furan). RXN SMILES: O[CH2:2][C:3]1[C:4]2[CH:12]=[CH:11][CH:10]=[C:9]([N+:13]([O-:15])=[O:14])[C:5]=2[O:6][C:7]=1[CH3:8].S(Cl)([Cl:18])=O>>[Cl:18][CH2:2][C:3]1[C:4]2[CH:12]=[CH:11][CH:10]=[C:9]([N+:13]([O-:15])=[O:14])[C:5]=2[O:6][C:7]=1[CH3:8]. Reported procedure: 3-Hydroxymethyl-2-methyl-7-nitrobenzo[b]furan (1.0 g) was added to thionyl chloride (1.8 ml) with ice cooling. The mixture was stirred at ambient temperature for 30 minutes and concentrated in vacuo. To the residue was added toluene and the mixture was concentrated again. The residue was crystallized from a mixture of diethyl ether and n-hexane to give 3-chloromethyl-2-methyl-7-nitrobenzo[b]furan (1.01 g). The reactants are C(C)(=O)N1C(C(NC(C1CC#N)=O)CC1=CC=CC=C1)=O (1-acetyl-3-benzyl-6-cyanomethyl-2,5-dioxopiperazine), O.NN (hydrazine monohydrate). Run in CN(C=O)C (dimethylformamide). Conditions: time 3 hour. Product: C(C1=CC=CC=C1)C1C(NC(C(N1)=O)CC#N)=O (3-benzyl-6-cyanomethyl-2,5-dioxopiperazine). Isolated yield 75.0%. As a reaction SMILES: C([N:4]1[CH:9]([CH2:10][C:11]#[N:12])[C:8](=[O:13])[NH:7][CH:6]([CH2:14][C:15]2[CH:20]=[CH:19][CH:18]=[CH:17][CH:16]=2)[C:5]1=[O:21])(=O)C.O.NN>CN(C)C=O>[CH2:14]([CH:6]1[NH:7][C:8](=[O:13])[CH:9]([CH2:10][C:11]#[N:12])[NH:4][C:5]1=[O:21])[C:15]1[CH:16]=[CH:17][CH:18]=[CH:19][CH:20]=1 |f:1.2|. Reported procedure: 5.51 g (0.0193 mol) of 1-acetyl-3-benzyl-6-cyanomethyl-2,5-dioxopiperazine was dissolved in 80 ml of dimethylformamide, 3.86 g of hydrazine monohydrate added and the resulting solution stirred for 3 hours at room temperature. The reaction solution was concentrated under reduced pressure, and the residue washed with water to obtain 3.52 g of 3-benzyl-6-cyanomethyl-2,5-dioxopiperazine. Yield: 72.7%. The reactants are [BH4-], CO, [Na+], C1CCOC1, Cc1cc(O)cc(C)c1-c1cccc(C=O)c1. Product: Cc1cc(O)cc(C)c1-c1cccc(CO)c1. Reaction SMILES: [BH4-:20].[CH3:18][OH:19].[Na+:21].[O:22]1[CH2:23][CH2:24][CH2:25][CH2:26]1.[OH:1][c:2]1[cH:3][c:4]([CH3:17])[c:5](-[c:9]2[cH:10][c:11]([CH:15]=[O:16])[cH:12][cH:13][cH:14]2)[c:6]([CH3:8])[cH:7]1>>[OH:1][c:2]1[cH:3][c:4]([CH3:17])[c:5](-[c:9]2[cH:10][c:11]([CH2:15][OH:16])[cH:12][cH:13][cH:14]2)[c:6]([CH3:8])[cH:7]1. Reactants: [BH4-].[Li+] (Lithium borohydride), Cl (hydrochloric acid), ethanolic solution, O=C(CN1C(=O)N(C=2N=C(NC2C1=O)C12CC3CC2CC(C1)C3)CCC)C (1-(2-Oxopropyl)-8-(3-tricyclo[3.3.1.03,7 ] nonyl)-3-propylxanthine). Run at time 1.5 hour. Yields the product OC(CN1C(=O)N(C=2N=C(NC2C1=O)C12CC3CC2CC(C1)C3)CCC)C (1-(2-Hydroxypropyl)-8-(3-tricyclo[3.3.1.03,7 ]-nonyl)-3-propylxanthine). The yield is 56.0%. RXN SMILES: [BH4-].[Li+].[O:3]=[C:4]([CH3:29])[CH2:5][N:6]1[C:15](=[O:16])[C:14]2[NH:13][C:12]([C:17]34[CH2:24][CH:23]5[CH2:25][CH:19]([CH2:20][CH:21]3[CH2:22]5)[CH2:18]4)=[N:11][C:10]=2[N:9]([CH2:26][CH2:27][CH3:28])[C:7]1=[O:8].Cl>>[OH:3][CH:4]([CH3:29])[CH2:5][N:6]1[C:15](=[O:16])[C:14]2[NH:13][C:12]([C:17]34[CH2:18][CH:19]5[CH2:25][CH:23]([CH2:22][CH:21]3[CH2:20]5)[CH2:24]4)=[N:11][C:10]=2[N:9]([CH2:26][CH2:27][CH3:28])[C:7]1=[O:8] |f:0.1|. Procedure: Lithium borohydride (102 mg, 4.22 mmol) was added under ice-cooling to 22 ml of a ethanolic solution of 780 mg (2.11 mmol) of Compound C obtained in Reference Example 1, followed by stirring at room temperature for 1.5 hours. The reaction solution was adjusted to pH 3 with 1N hydrochloric acid, and then extracted three times with chloroform. The extract was washed with saturated saline and dried over anhydrous magnesium sulfate, and the solvent was distilled off under reduced pressure. The obtai... Starting materials: BrCc1ccccc1, O=Cc1cc(Br)ccc1O, O=C([O-])[O-], CC(C)=O, CCOC(C)=O, [I-], [K+], [K+], [K+]. The product is O=Cc1cc(Br)ccc1OCc1ccccc1. As a reaction SMILES: [Br:11][CH2:12][c:13]1[cH:14][cH:15][cH:16][cH:17][cH:18]1.[Br:1][c:2]1[cH:3][cH:4][c:5]([OH:10])[c:6]([CH:7]=[O:8])[cH:9]1.[C:21](=[O:22])([O-:23])[O-:24].[CH3:27][C:28](=[O:29])[CH3:30].[CH3:31][CH2:32][O:33][C:34](=[O:35])[CH3:36].[I-:20].[K+:19].[K+:25].[K+:26]>>[Br:1][c:2]1[cH:3][cH:4][c:5]([O:10][CH2:12][c:13]2[cH:14][cH:15][cH:16][cH:17][cH:18]2)[c:6]([CH:7]=[O:8])[cH:9]1. The reactants are ClC=1C=CC(=C(C1)S(=O)(=O)N1CCC2=CC=C(C=C12)C(=O)NC1=CC=C(C(=O)O)C=C1)OC (4-{[1-(5-Chloro-2-methoxy-benzenesulfonyl)-2,3-dihydro-1H-indole-6-carbonyl]-amino}-benzoic acid), ClC=1C=CC(=C(C1)S(=O)(=O)Cl)OC (5-chloro-2-methoxy-benzenesulfonyl chloride). Product: C(C)OC(C1=CC=C(C=C1)NC(=O)C1=CC=C2CCN(C2=C1)S(=O)(=O)C1=C(C=CC(=C1)Cl)OC)=O (4-{[1-(5-chloro-2-methoxy-benzenesulfonyl)-2,3-dihydro-1H-indole-6-carbonyl]-amino}-benzoic acid ethyl ester). RXN SMILES: [Cl:1][C:2]1[CH:3]=[CH:4][C:5]([O:32][CH3:33])=[C:6]([S:8]([N:11]2[C:19]3[C:14](=[CH:15][CH:16]=[C:17]([C:20]([NH:22][C:23]4[CH:31]=[CH:30][C:26]([C:27]([OH:29])=[O:28])=[CH:25][CH:24]=4)=[O:21])[CH:18]=3)[CH2:13][CH2:12]2)(=[O:10])=[O:9])[CH:7]=1.Cl[C:35]1C=CC(OC)=C(S(Cl)(=O)=O)[CH:40]=1>>[CH2:35]([O:28][C:27](=[O:29])[C:26]1[CH:30]=[CH:31][C:23]([NH:22][C:20]([C:17]2[CH:18]=[C:19]3[C:14]([CH2:13][CH2:12][N:11]3[S:8]([C:6]3[CH:7]=[C:2]([Cl:1])[CH:3]=[CH:4][C:5]=3[O:32][CH3:33])(=[O:10])=[O:9])=[CH:15][CH:16]=2)=[O:21])=[CH:24][CH:25]=1)[CH3:40]. Reported procedure: 4-{[1-(5-Chloro-2-methoxy-benzenesulfonyl)-2,3-dihydro-1H-indole-6-carbonyl]-amino}-benzoic acid, MS (ISP): m/e=485.2 (M−H), was prepared in analogy to example 30, steps 1 to 6. Step 5 was performed using 5-chloro-2-methoxy-benzenesulfonyl chloride, yielding 4-{[1-(5-chloro-2-methoxy-benzenesulfonyl)-2,3-dihydro-1H-indole-6-carbonyl]-amino}-benzoic acid ethyl ester, which was hydrolyzed in step 6. Starting materials: C1(CCC1)C1=CC(=C(CN2CCC(CC2)N2C(C=C(C=C2)C(=O)OC)=O)C=C1C1CC1)OCC (methyl 1-(1-(4-cyclobutyl-5-cyclopropyl-2-ethoxybenzyl)piperidin-4-yl)-2-oxo-1,2-dihydropyridine-4-carboxylate), [OH-].[Na+] (sodium hydroxide), Cl (hydrochloric acid). Run in C(C)O (ethanol). Conditions: time 30 minute. The product is C1(CCC1)C1=CC(=C(CN2CCC(CC2)N2C(C=C(C=C2)C(=O)O)=O)C=C1C1CC1)OCC (1-(1-(4-Cyclobutyl-5-cyclopropyl-2-ethoxybenzyl)piperidin-4-yl)-2-oxo-1,2-dihydropyridine-4-carboxylic acid). Isolated yield 65.1%. RXN SMILES: [CH:1]1([C:5]2[C:28]([CH:29]3[CH2:31][CH2:30]3)=[CH:27][C:8]([CH2:9][N:10]3[CH2:15][CH2:14][CH:13]([N:16]4[CH:21]=[CH:20][C:19]([C:22]([O:24]C)=[O:23])=[CH:18][C:17]4=[O:26])[CH2:12][CH2:11]3)=[C:7]([O:32][CH2:33][CH3:34])[CH:6]=2)[CH2:4][CH2:3][CH2:2]1.[OH-].[Na+].Cl>C(O)C>[CH:1]1([C:5]2[C:28]([CH:29]3[CH2:30][CH2:31]3)=[CH:27][C:8]([CH2:9][N:10]3[CH2:15][CH2:14][CH:13]([N:16]4[CH:21]=[CH:20][C:19]([C:22]([OH:24])=[O:23])=[CH:18][C:17]4=[O:26])[CH2:12][CH2:11]3)=[C:7]([O:32][CH2:33][CH3:34])[CH:6]=2)[CH2:2][CH2:3][CH2:4]1 |f:1.2|. Reported procedure: A mixture of methyl 1-(1-(4-cyclobutyl-5-cyclopropyl-2-ethoxybenzyl)piperidin-4-yl)-2-oxo-1,2-dihydropyridine-4-carboxylate (567 mg), a 1 M aqueous sodium hydroxide solution (3 mL), and ethanol (3 mL) was stirred at 70 C for 2 hours. The reaction mixture was pH-adjusted to 4 using 1 M hydrochloric acid and stirred at room temperature for 30 minutes. The resulting solid was collected by filtration and recrystallized (DMSO/ethanol) to obtain the title compound (358 mg). Starting materials: COc1ccc(C(C#N)(CCCN2CCN(CCOc3ccc(F)cc3)CC2)C(C)C)cc1, O=C([O-])O, ClCCl, [Na+]. Yields the product CC(C)C(C#N)(CCCN1CCN(CCOc2ccc(F)cc2)CC1)c1ccc(O)cc1. As a reaction SMILES: [C:1](#[N:2])[C:3]([CH2:4][CH2:5][CH2:6][N:7]1[CH2:8][CH2:9][N:10]([CH2:13][CH2:14][O:15][c:16]2[cH:17][cH:18][c:19]([F:22])[cH:20][cH:21]2)[CH2:11][CH2:12]1)([CH:23]([CH3:24])[CH3:25])[c:26]1[cH:27][cH:28][c:29]([O:32][CH3:33])[cH:30][cH:31]1.[C:34](=[O:35])([OH:36])[O-:37].[Cl:39][CH2:40][Cl:41].[Na+:38]>>[C:1](#[N:2])[C:3]([CH2:4][CH2:5][CH2:6][N:7]1[CH2:8][CH2:9][N:10]([CH2:13][CH2:14][O:15][c:16]2[cH:17][cH:18][c:19]([F:22])[cH:20][cH:21]2)[CH2:11][CH2:12]1)([CH:23]([CH3:24])[CH3:25])[c:26]1[cH:27][cH:28][c:29]([OH:32])[cH:30][cH:31]1. Product: [Si](C)(C)(C(C)(C)C)O[C@@H]([C@H](C=1OC(=NN1)C1=CC(=C(C=C1)F)O[Si](C)(C)C(C)(C)C)NC1=C(C(=C(C#N)C=C1)Cl)C)C (4-((1R,2R)-2-(tert-Butyldimethylsilyloxy)-1-(5-(3-(tert-butyldimethylsilyloxy)-4-fluorophenyl)-1,3,4-oxadiazol-2-yl)propylamino)-2-chloro-3-methylbenzonitrile). Starting materials: C1(=CC=CC=C1)P(C1=CC=CC=C1)C1=CC=CC=C1 (Triphenylphosphine), C(Cl)Cl (DCM), [Si](C)(C)(C(C)(C)C)OC=1C=C(C(=O)NNC([C@@H]([C@H](C)O[Si](C)(C)C(C)(C)C)NC2=C(C(=C(C=C2)C#N)Cl)C)=O)C=CC1F (3-(tert-butyldimethylsilyloxy)-N′-((2R,3S)-3-(tert-butyldimethylsilyloxy)-2-(3-chloro-4-cyano-2-methylphenylamino)butanoyl)-4-fluorobenzohydrazide), PPh3 I2 TEA, II (I2), TEA. RXN SMILES: C1(P(C2C=CC=CC=2)C2C=CC=CC=2)C=CC=CC=1.II.[Si:22]([O:29][C:30]1[CH:31]=[C:32]([CH:61]=[CH:62][C:63]=1[F:64])[C:33]([NH:35][NH:36][C:37](=[O:60])[C@H:38]([NH:49][C:50]1[CH:55]=[CH:54][C:53]([C:56]#[N:57])=[C:52](Cl)[C:51]=1C)[C@@H:39]([O:41][Si:42]([C:45]([CH3:48])([CH3:47])[CH3:46])([CH3:44])[CH3:43])[CH3:40])=O)([C:25]([CH3:28])([CH3:27])[CH3:26])([CH3:24])[CH3:23].[CH2:65]([Cl:67])Cl>>[Si:42]([O:41][C@H:39]([CH3:40])[C@@H:38]([NH:49][C:50]1[CH:51]=[CH:52][C:53]([C:56]#[N:57])=[C:65]([Cl:67])[C:55]=1[CH3:54])[C:37]1[O:60][C:33]([C:32]2[CH:61]=[CH:62][C:63]([F:64])=[C:30]([O:29][Si:22]([C:25]([CH3:26])([CH3:27])[CH3:28])([CH3:23])[CH3:24])[CH:31]=2)=[N:35][N:36]=1)([C:45]([CH3:48])([CH3:46])[CH3:47])([CH3:44])[CH3:43]. Procedure: Triphenylphosphine (1.0 g, 3.85 mmol) was dissolved in 25 mL of DCM followed by addition of I2 (977 mg, 3.85 mmol) and TEA (779 mg, 7.70 mmol) at 0° C. 3-(tert-butyldimethylsilyloxy)-N′-((2R,3S)-3-(tert-butyldimethylsilyloxy)-2-(3-chloro-4-cyano-2-methylphenylamino)butanoyl)-4-fluorobenzohydrazide (1.25 g, 1.93 mmol) in 35 mL DOA was added to the pre-cooled solution mixture of PPh3/I2/TEA system and stir. The temperature was allowed to rise to room temperature and stirred for additional 10 min. ...